From a dataset of the Open Reaction Database (ORD), a public repository of structured organic reaction records. describe an organic reaction: reactants, conditions, products, and yield The reactants are CN(CCOC1=C(C=C(C=C1)B(O)O)C=O)C (4-(2-dimethylamino-ethoxy)-3-formyl-benzeneboronic acid), BrC=1C=NC=CC1 (3-bromo-pyridine). The product is CN(CCOC1=C(C=O)C=C(C=C1)C=1C=NC=CC1)C (2-(2-Dimethylamino-ethoxy)-5-pyridin-3-yl-benzaldehyde). Isolated yield 13.0%. RXN SMILES: [CH3:1][N:2]([CH3:17])[CH2:3][CH2:4][O:5][C:6]1[CH:11]=[CH:10][C:9](B(O)O)=[CH:8][C:7]=1[CH:15]=[O:16].Br[C:19]1[CH:20]=[N:21][CH:22]=[CH:23][CH:24]=1>>[CH3:1][N:2]([CH3:17])[CH2:3][CH2:4][O:5][C:6]1[CH:11]=[CH:10][C:9]([C:19]2[CH:20]=[N:21][CH:22]=[CH:23][CH:24]=2)=[CH:8][C:7]=1[CH:15]=[O:16]. Procedure: General procedure G using 4-(2-dimethylamino-ethoxy)-3-formyl-benzeneboronic acid and 3-bromo-pyridine gave the title product as yellow oil in 13% yield. 1H-NMR (CDCl3) δ 10.46 (s, 1H), 8.76 (d, 1H), 8.52 (dd, 1H), 8.00 (d, 1H), 7.80 (dt, 1H), 7.72 (dd, 1H), 7.30 (ddd, 1H), 7.07 (d, 1H), 4.28 (t, 2H), 2.90 (t, 2H), 2.42 (s, 6H). RXN SMILES: [CH2:1]([c:2]1[cH:3][cH:4][cH:5][cH:6][cH:7]1)[n:8]1[c:9]([CH:13]2[CH:14]([c:27]3[cH:28][cH:29][c:30]([F:33])[cH:31][cH:32]3)[c:15]3[n:16][nH:17][c:18](=[O:26])[c:19]4[cH:20][cH:21][cH:22][c:23]([c:24]34)[NH:25]2)[n:10][cH:11][cH:12]1.[CH3:34][OH:35].[OH-:36].[OH-:38].[Pd+2:37]>>[nH:8]1[c:9]([CH:13]2[CH:14]([c:27]3[cH:28][cH:29][c:30]([F:33])[cH:31][cH:32]3)[c:15]3[n:16][nH:17][c:18](=[O:26])[c:19]4[cH:20][cH:21][cH:22][c:23]([c:24]34)[NH:25]2)[n:10][cH:11][cH:12]1. Product: O=c1[nH]nc2c3c(cccc13)NC(c1ncc[nH]1)C2c1ccc(F)cc1. Starting materials: O=c1[nH]nc2c3c(cccc13)NC(c1nccn1Cc1ccccc1)C2c1ccc(F)cc1, CO, [OH-], [OH-], [Pd+2].